Dataset: the Open Reaction Database (ORD), a public repository of structured organic reaction records. Task: describe an organic reaction: reactants, conditions, products, and yield Starting materials: CS(=O)(=O)Cl (Methanesulphonyl chloride), NC1=CC2=C(CCN(CC2)CCNC(C2=C(C=C(C=C2)N)OC)=O)C=C1 (7-amino-3-[2-(4-amino-2-methoxybenzamido)ethyl]-1,2,4,5-tetrahydro-3H-3-benzazepine), CS(=O)(=O)Cl (methanesulphonyl chloride). The solvent is N1=CC=CC=C1 (pyridine), N1=CC=CC=C1 (pyridine). Reaction conditions: time 18 hour. The product is CS(=O)(=O)NC1=CC2=C(CCN(CC2)CCNC(C2=C(C=C(C=C2)NS(=O)(=O)C)OC)=O)C=C1 (7-Methanesulphonamido-3-[2-(4-methanesulphonamido-2-methoxybenzamido)ethyl]-1,2,4,5-tetrahydro-3H-3-benzazepine). Reaction SMILES: [CH3:1][S:2](Cl)(=[O:4])=[O:3].[NH2:6][C:7]1[CH:31]=[CH:30][C:10]2[CH2:11][CH2:12][N:13]([CH2:16][CH2:17][NH:18][C:19](=[O:29])[C:20]3[CH:25]=[CH:24][C:23]([NH2:26])=[CH:22][C:21]=3[O:27][CH3:28])[CH2:14][CH2:15][C:9]=2[CH:8]=1>N1C=CC=CC=1>[CH3:1][S:2]([NH:6][C:7]1[CH:31]=[CH:30][C:10]2[CH2:11][CH2:12][N:13]([CH2:16][CH2:17][NH:18][C:19](=[O:29])[C:20]3[CH:25]=[CH:24][C:23]([NH:26][S:2]([CH3:1])(=[O:4])=[O:3])=[CH:22][C:21]=3[O:27][CH3:28])[CH2:14][CH2:15][C:9]=2[CH:8]=1)(=[O:4])=[O:3]. Reported procedure: Methanesulphonyl chloride (0.155 ml) was added dropwise to a solution of 7-amino-3-[2-(4-amino-2-methoxybenzamido)ethyl]-1,2,4,5-tetrahydro-3H-3-benzazepine in pyridine cooled to 0°, and the reaction mixture was stirred for a further 18 hours at room temperature. The solvent was evaporated in vacuo and the residue taken up in methylene chloride, washed three times with aqueous sodium bicarbonate and three times with brine. The organic layer was dried (Na2SO4), filtered and evaporated to give an ... The reactants are C(C)(=O)O[C@H]1[C@@H](O[C@@H]([C@H]([C@@H]1OC(C)=O)OC(C)=O)COC(C)=O)C1=CC(=C(C=C1)C)CC=1SC(=CC1)Br (1-(2,3,4,6-tetra-O-acetyl-β-D-glucopyranosyl)-3-(5-bromo-2-thienylmethyl)-4-methylbenzene), C(CCC)[Sn](C1=NC=CC=N1)(CCCC)CCCC (tri-n-butyl(2-pyrimidinyl)tin), BrC=1C=CC(N(C1)CC1=CC=C(C=C1)CC)=O (5-Bromo-1-(4-ethylphenylmethyl)-1H-pyridin-2-one). Yields the product [C@@H]1([C@H](O)[C@@H](O)[C@H](O)[C@H](O1)CO)C1=CC(=C(C=C1)C)CC=1SC(=CC1)C1=NC=CC=N1 (1-(β-D-glucopyranosyl)-4-methyl-3-(5-(2-pyrimidinyl)-2-thienylmethyl)benzene). Reaction SMILES: C([O:4][C@@H:5]1[C@@H:10]([O:11]C(=O)C)[C@H:9]([O:15]C(=O)C)[C@@H:8]([CH2:19][O:20]C(=O)C)[O:7][C@H:6]1[C:24]1[CH:29]=[CH:28][C:27]([CH3:30])=[C:26]([CH2:31][C:32]2[S:33][C:34](Br)=[CH:35][CH:36]=2)[CH:25]=1)(=O)C.C([Sn](CCCC)(CCCC)[C:43]1[N:48]=[CH:47][CH:46]=[CH:45][N:44]=1)CCC.BrC1C=CC(=O)N(CC2C=CC(CC)=CC=2)C=1>>[C@@H:6]1([C:24]2[CH:29]=[CH:28][C:27]([CH3:30])=[C:26]([CH2:31][C:32]3[S:33][C:34]([C:43]4[N:48]=[CH:47][CH:46]=[CH:45][N:44]=4)=[CH:35][CH:36]=3)[CH:25]=2)[O:7][C@H:8]([CH2:19][OH:20])[C@@H:9]([OH:15])[C@H:10]([OH:11])[C@H:5]1[OH:4]. Procedure: 1-(2,3,4,6-tetra-O-acetyl-β-D-glucopyranosyl)-3-(5-bromo-2-thienylmethyl)-4-methylbenzene obtained in Example 159-(1) and tri-n-butyl (2-pyrimidinyl)tin 54 were treated in a manner similar to Example 128-(5) and (6) to give the target compound. APCI-Mass m/Z 429 (M+H). The reactants are NC=1C=C(C=CC1)O (3-Aminophenol), [N+](=O)([O-])C1=CC=C(OC(=O)OC2CN=C(OC2C2=CC=CC=C2)C2=CC=CC=C2)C=C1 ((5RS, 6SR)-5-(4-nitrophenoxycarbonyloxy)-2,6-diphenyl-5,6-dihydro-4H-1,3-oxazine). The solvent is CN(C=O)C (dimethylformamide). Run at temperature 70 celsius. Product: OC=1C=C(C=CC1)NC(=O)OC1CN=C(OC1C1=CC=CC=C1)C1=CC=CC=C1 ((5RS, 6SR)-5-(3-hydroxyphenylcarbamoyloxy)-2,6-diphenyl-5,6-dihydro-4H-1,3-oxazine). The yield is 47.4%. RXN SMILES: [NH2:1][C:2]1[CH:3]=[C:4]([OH:8])[CH:5]=[CH:6][CH:7]=1.[N+](C1C=CC([O:16][C:17]([O:19][CH:20]2[CH:25]([C:26]3[CH:31]=[CH:30][CH:29]=[CH:28][CH:27]=3)[O:24][C:23]([C:32]3[CH:37]=[CH:36][CH:35]=[CH:34][CH:33]=3)=[N:22][CH2:21]2)=O)=CC=1)([O-])=O>CN(C)C=O>[OH:8][C:4]1[CH:3]=[C:2]([NH:1][C:17]([O:19][CH:20]2[CH:25]([C:26]3[CH:31]=[CH:30][CH:29]=[CH:28][CH:27]=3)[O:24][C:23]([C:32]3[CH:37]=[CH:36][CH:35]=[CH:34][CH:33]=3)=[N:22][CH2:21]2)=[O:16])[CH:7]=[CH:6][CH:5]=1. Reported procedure: 3-Aminophenol (1 g) is added at a temperature in the region of 20° C. to a solution, maintained under an argon atmosphere, of (5RS, 6SR)-5-(4-nitrophenoxycarbonyloxy)-2,6-diphenyl-5,6-dihydro-4H-1,3-oxazine (2.5 g) in anhydrous dimethylformamide (30 cc). The solution obtained is heated at 70° C. for 5 hours, then cooled to a temperature in the region of 20° C. and poured into distilled water (300 cc). The mixture is extracted with dichloromethane (2×150 cc). The organic phases are combined, wash... The reactants are ClC1=CC2=C(OCO2)C(=C1)C(C)O (1-(5-Chlorobenzo[d][1,3]dioxol-7-yl)ethanol), C=1C=C[NH+]=CC1.[O-][Cr](=O)(=O)Cl (PCC). Run in ClCCl (dichloromethane). Run at time 16 hour. The product is ClC1=CC2=C(OCO2)C(=C1)C(C)N (1-(5-Chlorobenzo[d][1,3]-dioxol-7-yl)ethanamine). The yield is 58.5%. As a reaction SMILES: [Cl:1][C:2]1[CH:10]=[C:9]([CH:11](O)[CH3:12])[C:5]2[O:6][CH2:7][O:8][C:4]=2[CH:3]=1.C1C=C[NH+:17]=CC=1.[O-][Cr](Cl)(=O)=O>ClCCl>[Cl:1][C:2]1[CH:10]=[C:9]([CH:11]([NH2:17])[CH3:12])[C:5]2[O:6][CH2:7][O:8][C:4]=2[CH:3]=1 |f:1.2|. Procedure details: 1-(5-Chlorobenzo[d][1,3]dioxol-7-yl)ethanol (155 mg, 0.77 mmol) was dissolved in 6 mL of dichloromethane. PCC (416 mg, 1.93 mmol) was added portionwise and the mixture was stirred for 16 h (reaction is likely to be completed earlier). The mixture was filtered through a plug of celite. The solvent was removed by rotary evaporation to collect the desired product (90 mg, 59% yield). 1H NMR (400 MHz, CDCl3): δ 7.36 (d, 1H), 6.96 (d, 1H), 6.14 (s, 2H), 2.59 (s, 3H). The reactants are C(C(C)(C)C)(=O)Cl (pivaloyl chloride), FC(C(=O)O)(F)F (trifluoroacetic acid), Br.NCCC1=CC(O)=C(O)C=C1 (dopamine hydrobromide), O (water). Reaction SMILES: [C:1](Cl)(=[O:6])[C:2]([CH3:5])([CH3:4])[CH3:3].F[C:9](F)(F)[C:10]([OH:12])=[O:11].Br.[NH2:16][CH2:17][CH2:18][C:19]1[CH:26]=[CH:25][C:23]([OH:24])=[C:21]([OH:22])[CH:20]=1.[OH2:27]>>[C:10]([OH:12])(=[O:11])[C:9]([OH:6])=[O:27].[C:1]([OH:6])(=[O:22])[C:2]([CH3:5])([CH3:4])[CH3:3].[C:1]([OH:6])(=[O:11])[C:2]([CH3:5])([CH3:4])[CH3:3].[NH2:16][CH2:17][CH2:18][C:19]1[CH:26]=[CH:25][C:23]([OH:24])=[C:21]([OH:22])[CH:20]=1 |f:2.3,5.6.7.8|. The product is C(C(=O)O)(=O)O.C(C(C)(C)C)(=O)O.C(C(C)(C)C)(=O)O.NCCC1=CC(O)=C(O)C=C1 (Dopamine Dipivalate Oxalate Salt). Procedure details: To a stirred mixture of 28.1 g of pivaloyl chloride and 150 mL of trifluoroacetic acid, 18.01 g of dopamine hydrobromide were added. The mixture was stirred for 2 hours, then 14 mL of water were added and the mixture was concentrated in vacuo. The residual oil was dissolved in chloroform and washed with cold 10% KHCO3 solution until CO2 evolution ceased. The layers were separated and washed with water and the chloroform layer was dried over MgSO4, filtered and evaporated to dryness. The residue ... Conditions: time 2 hour.